Dataset: the Open Reaction Database (ORD), a public repository of structured organic reaction records. Task: describe an organic reaction: reactants, conditions, products, and yield Starting materials: CCOC(C)=O, CO, COC(=O)c1ccc(C2=CCC3(CC2)OCCO3)cc1. Product: COC(=O)c1ccc(C2CCC3(CC2)OCCO3)cc1. Reaction SMILES: [CH3:21][CH2:22][O:23][C:24]([CH3:25])=[O:26].[CH3:27][OH:28].[O:1]1[CH2:2][CH2:3][O:4][C:5]12[CH2:6][CH:7]=[C:8]([c:11]1[cH:12][cH:13][c:14]([C:15](=[O:16])[O:17][CH3:18])[cH:19][cH:20]1)[CH2:9][CH2:10]2>>[O:1]1[CH2:2][CH2:3][O:4][C:5]12[CH2:6][CH2:7][CH:8]([c:11]1[cH:12][cH:13][c:14]([C:15](=[O:16])[O:17][CH3:18])[cH:19][cH:20]1)[CH2:9][CH2:10]2.